This data is from the Open Reaction Database (ORD), a public repository of structured organic reaction records. The task is: describe an organic reaction: reactants, conditions, products, and yield Starting materials: CN(C)\C=C(/C#N)\C(C)=O ((E)-2-[(dimethylamino)methylene]-3-oxobutanenitrile), C(C)O.CC(C)O (ethanol 2-propanol), CN1CCC(CC1)CCCNC(=N)N (N-[3-(N-methyl-4-piperidinyl)-1-propyl]guanidine), C(C)O.CC(C)O (ethanol 2-propanol), resultant mixture, resultant mixture, resultant mixture, CN(C)\C=C(/C#N)\C(C)=O ((E)-2-[(dimethylamino)methylene]-3-oxobutanenitrile), C(C)O.CC(C)O (ethanol 2-propanol), C([O-])([O-])=O.[K+].[K+] (potassium carbonate). Reaction conditions: temperature 72.5 celsius, time 1 hour. Product: CC1=NC(=NC=C1C#N)NCCCC1CCN(CC1)C (4-Methyl-2-[3-(1-methyl-piperidin-4-yl)-propylamino]-pyrimidine-5-carbonitrile). As a reaction SMILES: C[N:2](/[CH:4]=[C:5](/[C:8](=O)[CH3:9])\[C:6]#N)C.C(O)C.CC(O)C.[CH3:18][N:19]1[CH2:24][CH2:23][CH:22]([CH2:25][CH2:26][CH2:27][NH:28][C:29]([NH2:31])=[NH:30])[CH2:21][CH2:20]1.C(=O)([O-])[O-].[K+].[K+]>>[CH3:9][C:8]1[C:5]([C:4]#[N:2])=[CH:6][N:31]=[C:29]([NH:28][CH2:27][CH2:26][CH2:25][CH:22]2[CH2:21][CH2:20][N:19]([CH3:18])[CH2:24][CH2:23]2)[N:30]=1 |f:1.2,4.5.6|. Procedure: In a 100 L glass-lined reactor, a solution of (E)-2-[(dimethylamino)methylene]-3-oxobutanenitrile in ethanol/2-propanol (4.48 kg, 32.43 mol in 8.81 kg of ethanol/2-propanol) was added at 20-25° C. to a stirring solution of N-[3-(N-methyl-4-piperidinyl)-1-propyl]guanidine in ethanol/2-propanol (5.41 kg, 27.28 mol in 28.35 kg of ethanol/2-propanol). The resultant mixture was heated for 1.5 h at reflux, followed by an additional charge of (E)-2-[(dimethylamino)methylene]-3-oxobutanenitrile in ethan... Reactants: C(C1=CC=CC=C1)N(C1=C(C(=CC=C1)NS(=O)(=O)C)C)CC1=CC=C(OC2=CC=C(OCCCCC(=O)O)C=C2)C=C1 (5-(4-{4-[(benzyl{2-methyl-3-[(methylsulfonyl)amino]phenyl}amino)methyl]phenoxy}phenoxy)pentanoic acid), Cl.C(C)OC(CNC)=O (N-methylglycine ethyl ester hydrochloride). Product: C(C1=CC=CC=C1)N(C1=C(C(=CC=C1)NS(=O)(=O)C)C)CC1=CC=C(OC2=CC=C(OCCCCC(=O)N(CC(=O)O)C)C=C2)C=C1 (N-[5-(4-{4-[(benzyl{2-methyl-3-[(methylsulfonyl)amino]phenyl}amino)methyl]phenoxy}phenoxy)pentanoyl]-N-methylglycine). As a reaction SMILES: [CH2:1]([N:8]([CH2:21][C:22]1[CH:42]=[CH:41][C:25]([O:26][C:27]2[CH:40]=[CH:39][C:30]([O:31][CH2:32][CH2:33][CH2:34][CH2:35][C:36](O)=[O:37])=[CH:29][CH:28]=2)=[CH:24][CH:23]=1)[C:9]1[CH:14]=[CH:13][CH:12]=[C:11]([NH:15][S:16]([CH3:19])(=[O:18])=[O:17])[C:10]=1[CH3:20])[C:2]1[CH:7]=[CH:6][CH:5]=[CH:4][CH:3]=1.Cl.C([O:46][C:47](=[O:51])[CH2:48][NH:49][CH3:50])C>>[CH2:1]([N:8]([CH2:21][C:22]1[CH:23]=[CH:24][C:25]([O:26][C:27]2[CH:28]=[CH:29][C:30]([O:31][CH2:32][CH2:33][CH2:34][CH2:35][C:36]([N:49]([CH3:50])[CH2:48][C:47]([OH:46])=[O:51])=[O:37])=[CH:39][CH:40]=2)=[CH:41][CH:42]=1)[C:9]1[CH:14]=[CH:13][CH:12]=[C:11]([NH:15][S:16]([CH3:19])(=[O:17])=[O:18])[C:10]=1[CH3:20])[C:2]1[CH:3]=[CH:4][CH:5]=[CH:6][CH:7]=1 |f:1.2|. Procedure: The product from Example 234B and N-methylglycine ethyl ester hydrochloride were processed as described in Example 251A and B to provide the titled compound. 1H NMR (500 MHz, DMSO-d6) δ12.20-13.15 (br.s, 1 H), 8.94 (s, 1 H), 7.23 (m, 7 H), 7.03 (t, 1 H), 6.95 (m, 6 H), 6.82 (d, 2 H), 4.12 (s, 1 H), 4.04 (s, 2 H), 4.00 (s, 2 H), 3.94 (m, 3 H), 3.01 (s, 2 H), 2.91 (s, 3 H), 2.81 (s, 1 H), 2.40 (m, 4 H), 2.27 (t, 1 H), 1.58-1.79 (m, 4 H); MS (ESI+) m/z 660 (M+H)+. Reactants: C(C)(=O)NC1=C2C(C(=CN(C2=C(C(=C1F)F)C)C1CC1)C(=O)O)=O (5-acetylamino-1-cyclopropyl-6,7-difluoro-1,4-dihydro-8-methyl-4-oxoquinoline-3-carboxylic acid), C(C)(C)(C)OC(=O)N[C@@H]1CNCC12CC2 ((7S)-7-tert-butoxycarbonylamino-5-azaspiro(2.4)heptane). Run in CS(=O)C (dimethyl sulfoxide). Conditions: temperature 95 celsius, time 20 hour. Yields the product C(C)(=O)NC1=C2C(C(=CN(C2=C(C(=C1F)N1CC2(CC2)[C@@H](C1)NC(=O)OC(C)(C)C)C)C1CC1)C(=O)O)=O (5-acetylamino-7-[(7S)-7-tert-butoxycarbonylamino-5-azaspiro[2.4]hept-5-yl]-1-cyclopropyl-6-fluoro-1,4-dihydro-8-methyl-4-oxoquinoline-3-carboxylic acid). RXN SMILES: [C:1]([NH:4][C:5]1[C:14]([F:15])=[C:13](F)[C:12]([CH3:17])=[C:11]2[C:6]=1[C:7](=[O:24])[C:8]([C:21]([OH:23])=[O:22])=[CH:9][N:10]2[CH:18]1[CH2:20][CH2:19]1)(=[O:3])[CH3:2].[C:25]([O:29][C:30]([NH:32][C@H:33]1[C:37]2([CH2:39][CH2:38]2)[CH2:36][NH:35][CH2:34]1)=[O:31])([CH3:28])([CH3:27])[CH3:26]>CS(C)=O>[C:1]([NH:4][C:5]1[C:14]([F:15])=[C:13]([N:35]2[CH2:34][C@@H:33]([NH:32][C:30]([O:29][C:25]([CH3:28])([CH3:27])[CH3:26])=[O:31])[C:37]3([CH2:38][CH2:39]3)[CH2:36]2)[C:12]([CH3:17])=[C:11]2[C:6]=1[C:7](=[O:24])[C:8]([C:21]([OH:23])=[O:22])=[CH:9][N:10]2[CH:18]1[CH2:20][CH2:19]1)(=[O:3])[CH3:2]. Reported procedure: A mixture consisting of 5-acetylamino-1-cyclopropyl-6,7-difluoro-1,4-dihydro-8-methyl-4-oxoquinoline-3-carboxylic acid (51.2 mg), (7S)-7-tert-butoxycarbonylamino-5-azaspiro(2.4)heptane (48.2 mg) and dimethyl sulfoxide (0.25 ml) was stirred at an outer temperature of 95° C. for 20 hours. When quantitative analysis was carried out by a high performance liquid chromatography after completion of the reaction, formed amount of the compound of interest 5-acetylamino-7-[(7S)-7-tert-butoxycarbonylamino-... Starting materials: [Ca+2], O=[N+]([O-])c1ccc(F)cc1F, [K+], [OH-], [OH-], [OH-], O, O=S(=O)(O)O. Product: O=[N+]([O-])c1ccc(F)cc1O. Reaction SMILES: [Ca+2:20].[F:1][c:2]1[c:3]([N+:9](=[O:10])[O-:11])[cH:4][cH:5][c:6]([F:8])[cH:7]1.[K+:13].[OH-:12].[OH-:19].[OH-:21].[OH2:22].[S:14]([OH:15])(=[O:16])(=[O:17])[OH:18]>>[c:2]1([OH:15])[c:3]([N+:9](=[O:10])[O-:11])[cH:4][cH:5][c:6]([F:8])[cH:7]1. The reactants are C[Si](C)(C)[N-][Si](C)(C)C.[Na+] (Sodium bis(trimethylsilyl)amide), O (H2O), C(C)(C)(C)OC(=O)N1C=C(C2=CC=CC=C12)CC#N (3-cyanomethyl-indole-1-carboxylic acid tert-butyl ester), IC (Iodomethane). Solvent: C1CCOC1 (THF), CCOC(=O)C (EtOAc). Conditions: temperature 0 celsius, time 30 minute. Yields the product C(C)(C)(C)OC(=O)N1C=C(C2=CC=CC=C12)C(C)C#N (3-(cyano-methyl-methyl)-indole-1-carboxylic acid tert-butyl ester). The yield is 79.4%. Reaction SMILES: [C:1]([O:5][C:6]([N:8]1[C:16]2[C:11](=[CH:12][CH:13]=[CH:14][CH:15]=2)[C:10]([CH2:17][C:18]#[N:19])=[CH:9]1)=[O:7])([CH3:4])([CH3:3])[CH3:2].[CH3:20][Si]([N-][Si](C)(C)C)(C)C.[Na+].IC.O>C1COCC1.CCOC(C)=O>[C:1]([O:5][C:6]([N:8]1[C:16]2[C:11](=[CH:12][CH:13]=[CH:14][CH:15]=2)[C:10]([CH:17]([C:18]#[N:19])[CH3:20])=[CH:9]1)=[O:7])([CH3:4])([CH3:3])[CH3:2] |f:1.2|. Reported procedure: A stirred solution of 3-cyanomethyl-indole-1-carboxylic acid tert-butyl ester (2.15 g, 8.39 mmol) in THF (40 ml) was cooled to −78° C. under an argon atmosphere. Sodium bis(trimethylsilyl)amide (1 M in THF, 10 ml, 10 mmol) was added thereto and the cold solution was stirred for 30 minutes. Iodomethane (627 uL, 10 mmol) was added thereto and the reaction mixture was stirred 1.5 hr while gradually warming to 0° C. H2O (100 ml) was added thereto and the solution was brought to RT and diluted with E... The reactants are C([O-])([O-])=O.[K+].[K+] (potassium carbonate), C(#N)C=1SC2=C(N1)C=CC(=C2)O (2-cyano-6-hydroxybenzothiazole), FC(C1=CC=C(CBr)C=C1)(F)F (4-(trifluoromethyl)benzyl bromide). Solvent: CC(=O)C (acetone). The product is FC(C1=CC=C(COC2=CC3=C(N=C(S3)C#N)C=C2)C=C1)(F)F (6-(4-Trifluoromethylbenzyloxy)-2-cyanobenzothiazole). The yield is 89.5%. As a reaction SMILES: [C:1]([C:3]1[S:4][C:5]2[CH:11]=[C:10]([OH:12])[CH:9]=[CH:8][C:6]=2[N:7]=1)#[N:2].C(=O)([O-])[O-].[K+].[K+].[F:19][C:20]([F:30])([F:29])[C:21]1[CH:28]=[CH:27][C:24]([CH2:25]Br)=[CH:23][CH:22]=1>CC(C)=O>[F:19][C:20]([F:29])([F:30])[C:21]1[CH:28]=[CH:27][C:24]([CH2:25][O:12][C:10]2[CH:9]=[CH:8][C:6]3[N:7]=[C:3]([C:1]#[N:2])[S:4][C:5]=3[CH:11]=2)=[CH:23][CH:22]=1 |f:1.2.3|. Procedure: A suspension of 2-cyano-6-hydroxybenzothiazole (1.0 g, 5.68 mmol) in acetone (5 mL) was prepared in a 100-mL 2-necked round-bottomed flask fitted with a reflux condenser. Anhydrous potassium carbonate (0.94 g, 6.82 mmol) was added to the reaction mixture and the suspension turned to a yellow solution. Then 4-(trifluoromethyl)benzyl bromide (1.49 g, 6.25 mmol) was added and the reaction mixture was heated at reflux for 15 h using a heated stir plate and oil bath. The reaction mixture was allowed ... The reactants are BrCC(C(=O)OCC)=NO (Ethyl 3-bromo-2-(hydroxyimino)propanoate), C(C(=C)C)(=O)Cl (methacryloyl chloride), N1=CC=CC=C1 (pyridine). The solvent is C(Cl)Cl (methylene chloride). Yields the product BrCC(C(=O)OCC)=NOC(C(=C)C)=O (ethyl 3-bromo-2-(methacryloyloximino)propanoate). Yield: 83.7%. As a reaction SMILES: [Br:1][CH2:2][C:3](=[N:9][OH:10])[C:4]([O:6][CH2:7][CH3:8])=[O:5].[C:11](Cl)(=[O:15])[C:12]([CH3:14])=[CH2:13].N1C=CC=CC=1>C(Cl)Cl>[Br:1][CH2:2][C:3](=[N:9][O:10][C:11](=[O:15])[C:12]([CH3:14])=[CH2:13])[C:4]([O:6][CH2:7][CH3:8])=[O:5]. Reported procedure: Ethyl 3-bromo-2-(hydroxyimino)propanoate (4.0 g, 19 mmole) and methacryloyl chloride (2.18 g, 20.8 mmole) in methylene chloride (100 ml) were treated with dry pyridine (1.66 g, 21 mmole). After a workup as in Example 1, 4.42 g (84% yield) of ethyl 3-bromo-2-(methacryloyloximino)propanoate was obtained as an oil. NMR and IR spectra confirm the structure.